This data is from the Open Reaction Database (ORD), a public repository of structured organic reaction records. The task is: describe an organic reaction: reactants, conditions, products, and yield Reactants: NCC1=C(C=C(C(=C1)[N+](=O)[O-])Cl)N (2-(aminomethyl)-5-chloro-4-nitrobenzenamine), C(C(C)(C)C)(=O)Cl (pivaloyl chloride). Run in C1CCOC1 (THF), TEA. Reaction conditions: time 5 hour. Product: NC1=C(CNC(C(C)(C)C)=O)C=C(C(=C1)Cl)[N+](=O)[O-] (N-(2-amino-4-chloro-5-nitrobenzyl)pivalamide). RXN SMILES: [NH2:1][CH2:2][C:3]1[CH:8]=[C:7]([N+:9]([O-:11])=[O:10])[C:6]([Cl:12])=[CH:5][C:4]=1[NH2:13].[C:14](Cl)(=[O:19])[C:15]([CH3:18])([CH3:17])[CH3:16]>C1COCC1>[NH2:13][C:4]1[CH:5]=[C:6]([Cl:12])[C:7]([N+:9]([O-:11])=[O:10])=[CH:8][C:3]=1[CH2:2][NH:1][C:14](=[O:19])[C:15]([CH3:18])([CH3:17])[CH3:16]. Reported procedure: To a solution of 2-(aminomethyl)-5-chloro-4-nitrobenzenamine (2.5 g, 12.25 mmol) in THF (35 mL), TEA (3.0 mL) and pivaloyl chloride (1.96 mL, 14.7 mmol) were added and the reaction mass was stirred at RT for 5 h. The reaction mass was quenched with water and extracted with ethyl acetate. The organic layer was washed with dilute HCl and diluted sodium bicarbonate solution, separated, dried over anhydrous sodium sulphate and concentrated to afford 2.0 of the desired product. 1H NMR (300 MHz, DMSO ... Reactants: CC(C)(C)c1cccc(CC2NC(=O)OC2c2cccc(Cl)c2)c1, CCO, [Na+], [OH-]. Yields the product CC(C)(C)c1cccc(CC(N)C(O)c2cccc(Cl)c2)c1. RXN SMILES: [C:1]([CH3:2])([CH3:3])([CH3:4])[c:5]1[cH:6][c:7]([CH2:8][CH:9]2[NH:10][C:11](=[O:21])[O:12][CH:13]2[c:14]2[cH:15][c:16]([Cl:20])[cH:17][cH:18][cH:19]2)[cH:22][cH:23][cH:24]1.[CH3:27][CH2:28][OH:29].[Na+:26].[OH-:25]>>[C:1]([CH3:2])([CH3:3])([CH3:4])[c:5]1[cH:6][c:7]([CH2:8][CH:9]([NH2:10])[CH:13]([OH:12])[c:14]2[cH:15][c:16]([Cl:20])[cH:17][cH:18][cH:19]2)[cH:22][cH:23][cH:24]1. Reactants: NC1=CC=CC=C1 (aniline), C1=CN(C=N1)C(=O)N2C=CN=C2 (CDI), O(C1=CC=CC=C1)C1=CC=C(N)C=C1 (4-phenoxyaniline), [H][H] (hydrogen), CN(C1CNCC1)C (Dimethylpyrrolidin-3-ylamine), FC1=CC=C(C=C1)[N+](=O)[O-] (4-fluoronitrobenzene), nitro. The product is CN(C1CN(CC1)C1=CC=C(C=C1)NC(=O)NC1=CC=C(C=C1)OC1=CC=CC=C1)C (1-[4-(3-Dimethylaminopyrrolidin-1-yl)phenyl]-3-(4-phenoxyphenyl)urea). RXN SMILES: [CH3:1][N:2]([CH3:8])[CH:3]1[CH2:7][CH2:6][NH:5][CH2:4]1.F[C:10]1[CH:15]=[CH:14][C:13]([N+:16]([O-])=O)=[CH:12][CH:11]=1.[H][H].NC1C=CC=CC=1.C1N=CN([C:33]([N:35]2C=N[CH:37]=[CH:36]2)=[O:34])C=1.[O:40]([C:47]1[CH:53]=CC(N)=[CH:49][CH:48]=1)[C:41]1[CH:46]=[CH:45][CH:44]=[CH:43][CH:42]=1>>[CH3:1][N:2]([CH3:8])[CH:3]1[CH2:7][CH2:6][N:5]([C:10]2[CH:15]=[CH:14][C:13]([NH:16][C:33]([NH:35][C:36]3[CH:37]=[CH:53][C:47]([O:40][C:41]4[CH:46]=[CH:45][CH:44]=[CH:43][CH:42]=4)=[CH:48][CH:49]=3)=[O:34])=[CH:12][CH:11]=2)[CH2:4]1. Procedure: Dimethylpyrrolidin-3-ylamine was reacted with 4-fluoronitrobenzene, the resulting nitro compound was reduced with hydrogen and finally the aniline was reacted with CDI and 4-phenoxyaniline by method A, B and C. This resulted in the product with the molecular weight of 416.53 (C25H28N4O2); MS (ESI): 417 (M+H+).